Dataset: the Open Reaction Database (ORD), a public repository of structured organic reaction records. Task: describe an organic reaction: reactants, conditions, products, and yield The product is residue, BrC(=C[C@@H]1CC[C@H](CC1)C#N)Br (trans-4-(2,2-dibromovinyl)cyclohexanecarbonitrile). The solvent is C(Cl)Cl (methylene chloride), C(Cl)Cl (methylene chloride), C(Cl)Cl (methylene chloride). Isolated yield 103.0%. As a reaction SMILES: [Br:1][C:2]([Br:5])(Br)Br.C1(P(C2C=CC=CC=2)C2C=CC=CC=2)C=CC=CC=1.[C:25]([C@H:27]1[CH2:32][CH2:31][C@H:30]([CH:33]=O)[CH2:29][CH2:28]1)#[N:26]>C(Cl)Cl>[Br:1][C:2]([Br:5])=[CH:33][C@H:30]1[CH2:31][CH2:32][C@H:27]([C:25]#[N:26])[CH2:28][CH2:29]1. Procedure details: A solution of 24.0 g of tetrabromomethane in 100 ml of methylene chloride was placed at -15° C. in a sulphonation flask under argon gasification and treated within 10 minutes with a solution of 38.0 of triphenylphosphine in 50 ml of methylene chloride. The clear orange solution was stirred at -10° C. for a further 10 minutes and subsequently a solution of 5.0 g of trans-4-cyanocyclohexanecarboxaldehyde in 20 ml of methylene chloride was added dropwise thereto at -5° C. within 10 minutes. The mix... Reactants: BrC(Br)(Br)Br (tetrabromomethane), 38.0, C1(=CC=CC=C1)P(C1=CC=CC=C1)C1=CC=CC=C1 (triphenylphosphine), C(#N)[C@@H]1CC[C@H](CC1)C=O (trans-4-cyanocyclohexanecarboxaldehyde), ethyl acetate petroleum ether. Reaction conditions: temperature -10 celsius, time 10 minute. The reactants are C(C)(C)(C)C1=CC=C(C=C1)C1=CC(=CC=2C(CCC(C12)(C)C)(C)C)C(C)=O (1-[4-(4-tert-butylphenyl)-5,5,8,8-tetramethyl-5,6,7,8-tetrahydro-2-naphthyl]ethanone), C(=O)(O)C1=CC=C(C=O)C=C1 (4-carboxybenzaldehyde), [OH-].[K+] (KOH). The product is C(C)(C)(C)C1=CC=C(C=C1)C1=CC(=CC=2C(CCC(C12)(C)C)(C)C)C(/C=C/C1=CC=C(C(=O)O)C=C1)=O (4-[(E)-3-[4-(4-tert-Butylphenyl)-5,5,8,8-tetramethyl-5,6,7,8-tetrahydro-2-naphthyl]-3-oxopropenyl]benzoic Acid). Isolated yield 61.0%. Reaction SMILES: [C:1]([C:5]1[CH:10]=[CH:9][C:8]([C:11]2[C:20]3[C:19]([CH3:22])([CH3:21])[CH2:18][CH2:17][C:16]([CH3:24])([CH3:23])[C:15]=3[CH:14]=[C:13]([C:25](=[O:27])[CH3:26])[CH:12]=2)=[CH:7][CH:6]=1)([CH3:4])([CH3:3])[CH3:2].[C:28]([C:31]1[CH:38]=[CH:37][C:34]([CH:35]=O)=[CH:33][CH:32]=1)([OH:30])=[O:29].[OH-].[K+]>>[C:1]([C:5]1[CH:6]=[CH:7][C:8]([C:11]2[C:20]3[C:19]([CH3:22])([CH3:21])[CH2:18][CH2:17][C:16]([CH3:24])([CH3:23])[C:15]=3[CH:14]=[C:13]([C:25](=[O:27])/[CH:26]=[CH:35]/[C:34]3[CH:37]=[CH:38][C:31]([C:28]([OH:30])=[O:29])=[CH:32][CH:33]=3)[CH:12]=2)=[CH:9][CH:10]=1)([CH3:4])([CH3:2])[CH3:3] |f:2.3|. Procedure: In a manner similar to that of Example 2b, by reacting 710 mg (2.0 mmol) of 1-[4-(4-tert-butylphenyl)-5,5,8,8-tetramethyl-5,6,7,8-tetrahydro-2-naphthyl]ethanone with 260 mg (1.8 mmol) of 4-carboxybenzaldehyde and 1.0 mL (8 mmol) of 47% KOH. The desired product is obtained in the form of white crystals (m=590 mg; yield=61%; m.p.=241° C.). Reactants: COC1=NC(=NC(=C1)OC)OC1C(=O)OCC1(C)C (2-(4,6-dimethoxypyrimidin-2yl)oxy-3,3-dimethyl-γ-butyrolactone), aqueous solution, [OH-].[Na+] (sodium hydroxide). The solvent is C(C)O (ethanol). Conditions: time 1 hour. The product is COC1=NC(=NC(=C1)OC)OC(C(=O)O)C(CO)(C)C (2-(4,6-dimethoxypyrimidin-2-yl)oxy-4-hydroxy-3,3-dimethylbutyric acid). The yield is 81.6%. As a reaction SMILES: [CH3:1][O:2][C:3]1[CH:8]=[C:7]([O:9][CH3:10])[N:6]=[C:5]([O:11][CH:12]2[C:17]([CH3:19])([CH3:18])[CH2:16][O:15][C:13]2=[O:14])[N:4]=1.[OH-:20].[Na+]>C(O)C>[CH3:1][O:2][C:3]1[CH:8]=[C:7]([O:9][CH3:10])[N:6]=[C:5]([O:11][CH:12]([C:17]([CH3:19])([CH3:18])[CH2:16][OH:15])[C:13]([OH:20])=[O:14])[N:4]=1 |f:1.2|. Procedure details: To 150 ml of an ethanol solution of 5.4 g of 2-(4,6-dimethoxypyrimidin-2yl)oxy-3,3-dimethyl-γ-butyrolactone, 20 ml of an aqueous solution of 1.2 g of sodium hydroxide was added, and then, the mixture was stirred at room temperature for one hour. Ethanol was evaporated under reduced pressure, and the reaction solution was adjusted to pH 2 to 3 with 5% hydrochloric acid. The reaction solution was extracted twice with ethyl acetate, washed twice with a sodium chloride aqueous solution and then drie... The reactants are CC(=O)O, CC1(C)Oc2c([N+](=O)[O-])ccc(Cl)c2C1=O, [Fe], O. The product is CC1(C)Oc2c(N)ccc(Cl)c2C1=O. RXN SMILES: [CH3:17][C:18](=[O:19])[OH:20].[Cl:1][c:2]1[cH:3][cH:4][c:5]([N+:14]([O-:15])=[O:16])[c:6]2[c:7]1[C:8](=[O:13])[C:9]([CH3:11])([CH3:12])[O:10]2.[Fe:22].[OH2:21]>>[Cl:1][c:2]1[cH:3][cH:4][c:5]([NH2:14])[c:6]2[c:7]1[C:8](=[O:13])[C:9]([CH3:11])([CH3:12])[O:10]2. Reactants: C(C)(C)(C)OC(=O)N1CCNCC1 (piperazine-1-carboxylic acid tert-butyl ester), C(=O)([O-])[O-].[K+].[K+] (K2CO3), ClC1=NC=CC2=C1C=C(S2)S(=O)(=O)Cl (4-chloro-thieno[3,2-c]pyridine-2-sulfonyl chloride), N1=CC=CC=C1 (pyridine), CC=1C=CC(=CC1)N (p-tolylamine). Solvent: CCOC(=O)C (EtOAc), C(Cl)Cl (DCM). Reaction conditions: time 16 hour. Yields the product Cl.C1(=CC=C(C=C1)NS(=O)(=O)C1=CC=2C(=NC=CC2S1)N1CCNCC1)C (4-Piperazin-1-yl-thieno[3,2-c]pyridine-2-sulfonic acid p-tolylamide hydrochloride). Isolated yield 13.1%. As a reaction SMILES: [Cl:1][C:2]1[C:7]2[CH:8]=[C:9]([S:11](Cl)(=[O:13])=[O:12])[S:10][C:6]=2[CH:5]=[CH:4][N:3]=1.N1C=CC=CC=1.[CH3:21][C:22]1[CH:23]=[CH:24][C:25]([NH2:28])=[CH:26][CH:27]=1.C(OC([N:36]1[CH2:41][CH2:40][NH:39][CH2:38][CH2:37]1)=O)(C)(C)C.C([O-])([O-])=O.[K+].[K+]>C(Cl)Cl.CCOC(C)=O>[ClH:1].[C:22]1([CH3:21])[CH:27]=[CH:26][C:25]([NH:28][S:11]([C:9]2[S:10][C:6]3[CH:5]=[CH:4][N:3]=[C:2]([N:36]4[CH2:41][CH2:40][NH:39][CH2:38][CH2:37]4)[C:7]=3[CH:8]=2)(=[O:13])=[O:12])=[CH:24][CH:23]=1 |f:4.5.6,9.10|. Procedure: To a solution of 4-chloro-thieno[3,2-c]pyridine-2-sulfonyl chloride (0.640 g, 2.39 mmol) in DCM (20 mL) was added pyridine (1.9 mL, 23.9 mmol) followed by p-tolylamine (0.307 g, 2.86 mmol). The reaction mixture was stirred at room temperature for 16 hours. The mixture was concentrated and re-dissolved in DMSO (10 mL), piperazine-1-carboxylic acid tert-butyl ester (1.34 g, 7.17 mmol) and K2CO3 (0.989 g, 7.17 mmol) were added. The mixture was stirred at 100° C. for 16 hours and then concentrated. ... The reactants are C(C1=CC=CC=C1)OC1=NC(=NC2=CC=C(C=C12)CO)N1CCS(C2=C(C1)C=CC=C2)=O ([4-(benzyloxy)-2-(1-oxido-2,3-dihydro-1,4-benzothiazepin-4(5H)-yl)quinazolin-6-yl]methanol), C(C1=CC=CC=C1)OC1=NC(=NC2=CC=C(C=C12)CO)N1CCS(C2=C(C1)C=CC=C2)(=O)=O ([4-(benzyloxy)-2-(1,1-dioxido-2,3-dihydro-1,4-benzothiazepin-4(5H)-yl)quinazolin-6-yl]methanol), O1CC(C1)(CN)CN (oxetane-3,3-diyldimethanamine). Run in O (water). Reaction conditions: temperature 160 celsius. Product: NCC1(COC1)CNC1=NC(=NC2=CC=C(C=C12)CO)N1CCS(C2=C(C1)C=CC=C2)=O ([4-({[3-(aminomethyl)oxetan-3-yl]methyl}amino)-2-(1-oxido-2,3-dihydro-1,4-benzothiazepin-4(5H)-yl)quinazolin-6-yl]methanol). RXN SMILES: C(O[C:9]1[C:18]2[C:13](=[CH:14][CH:15]=[C:16]([CH2:19][OH:20])[CH:17]=2)[N:12]=[C:11]([N:21]2[CH2:27][C:26]3[CH:28]=[CH:29][CH:30]=[CH:31][C:25]=3[S:24](=[O:32])[CH2:23][CH2:22]2)[N:10]=1)C1C=CC=CC=1.C(OC1C2C(=CC=C(CO)C=2)N=C(N2CC3C=CC=CC=3S(=O)(=O)CC2)N=1)C1C=CC=CC=1.[O:66]1[CH2:69][C:68]([CH2:72][NH2:73])([CH2:70][NH2:71])[CH2:67]1>O>[NH2:71][CH2:70][C:68]1([CH2:72][NH:73][C:9]2[C:18]3[C:13](=[CH:14][CH:15]=[C:16]([CH2:19][OH:20])[CH:17]=3)[N:12]=[C:11]([N:21]3[CH2:27][C:26]4[CH:28]=[CH:29][CH:30]=[CH:31][C:25]=4[S:24](=[O:32])[CH2:23][CH2:22]3)[N:10]=2)[CH2:69][O:66][CH2:67]1. Reported procedure: A mixture of [4-(benzyloxy)-2-(1-oxido-2,3-dihydro-1,4-benzothiazepin-4(5H)-yl)quinazolin-6-yl]methanol and [4-(benzyloxy)-2-(1,1-dioxido-2,3-dihydro-1,4-benzothiazepin-4(5H)-yl)quinazolin-6-yl]methanol (700 mg, about 1.57 mmol) and oxetane-3,3-diyldimethanamine (700 mg, 6.03 mmol) was heated at 160° C. for 30 minutes. After being cooled to room temperature, the reaction mixture was diluted with water (10 mL), extracted with dichloromethane (20 mL×3). The organic layers were washed with brine (4...